Dataset: the Open Reaction Database (ORD), a public repository of structured organic reaction records. Task: describe an organic reaction: reactants, conditions, products, and yield Reactants: C(C)NC1=C(C=CC(=C1)OC)C1CC2=CC=C(C=C2CC1)OC (ethyl[5-methoxy-2-(6-methoxy-1,2,3,4-tetrahydronaphthalen-2-yl)phenyl]amine), [OH-].[Na+] (sodium hydroxide), C1(=CC=CC=C1)CC(=O)Cl (phenylacetyl chloride), O (water). Solvent: ClCCl (dichloromethane). Reaction conditions: time 8 hour. Product: C(C)N(C(CC1=CC=CC=C1)=O)C1=C(C=CC(=C1)OC)C1CC2=CC=C(C=C2CC1)OC (N-Ethyl-N-[5-methoxy-2-(6-methoxy-1,2,3,4-tetrahydronaphthalen-2-yl)phenyl]-2-phenylacetamide). Reaction SMILES: [CH2:1]([NH:3][C:4]1[CH:9]=[C:8]([O:10][CH3:11])[CH:7]=[CH:6][C:5]=1[CH:12]1[CH2:21][CH2:20][C:19]2[C:14](=[CH:15][CH:16]=[C:17]([O:22][CH3:23])[CH:18]=2)[CH2:13]1)[CH3:2].[OH-].[Na+].[C:26]1([CH2:32][C:33](Cl)=[O:34])[CH:31]=[CH:30][CH:29]=[CH:28][CH:27]=1.O>ClCCl>[CH2:1]([N:3]([C:4]1[CH:9]=[C:8]([O:10][CH3:11])[CH:7]=[CH:6][C:5]=1[CH:12]1[CH2:21][CH2:20][C:19]2[C:14](=[CH:15][CH:16]=[C:17]([O:22][CH3:23])[CH:18]=2)[CH2:13]1)[C:33](=[O:34])[CH2:32][C:26]1[CH:31]=[CH:30][CH:29]=[CH:28][CH:27]=1)[CH3:2] |f:1.2|. Reported procedure: To a solution of ethyl[5-methoxy-2-(6-methoxy-1,2,3,4-tetrahydronaphthalen-2-yl)phenyl]amine (100 mg) in dichloromethane (3 ml) were sequentially added an aqueous solution of 1N sodium hydroxide (1 ml) and phenylacetyl chloride (0.06 ml) on an ice bath, and the solution was stirred overnight while warming to room temperature. To the reaction solution was added water, the solution was extracted with ethyl acetate, then washed with brine, dried over anhydrous magnesium sulfate, and then the solven... Starting materials: N[C@@H](CCC(=O)O)C(=O)O (glutamic acid), CN(CC=1C=NC2=C(N1)C(=NC(=N2)N)N)C=3C=CC(=CC3)C(=O)N[C@@H](CCC(=O)O)C(=O)O (methotrexate). The product is NC1=NC2=NC=C(N=C2C(=N1)N)CN(C)C1=C(C(=O)O)C=CC=C1 ([[(2,4-Diamino-6-Pteridinyl)Methyl]Methyl Amino] Benzoic Acid). RXN SMILES: N[C@H](C(O)=O)CC[C:5]([OH:7])=[O:6].[CH3:11][N:12]([C:26]1[CH:27]=[CH:28][C:29](C(N[C@H](C(O)=O)CCC(O)=O)=O)=[CH:30][CH:31]=1)[CH2:13][C:14]1[CH:15]=[N:16][C:17]2[N:23]=[C:22]([NH2:24])[N:21]=[C:20]([NH2:25])[C:18]=2[N:19]=1>>[NH2:24][C:22]1[N:21]=[C:20]([NH2:25])[C:18]2[C:17](=[N:16][CH:15]=[C:14]([CH2:13][N:12]([C:26]3[CH:31]=[CH:30][CH:29]=[CH:28][C:27]=3[C:5]([OH:7])=[O:6])[CH3:11])[N:19]=2)[N:23]=1. Procedure: The title compound was prepared by carboxypeptidase G cleavage of glutamic acid from methotrexate as described in the literature (J. Med. Chem. 24, 1450-1455 (1981)). The yield of I obtained was virtually quantitative. Starting materials: CC(Oc1ccc(Cl)cn1)C1CCN(Cc2ccccc2)CC1c1ccc(Cl)cc1, Clc1ccc(C2CNCCC2COc2ccc(Cl)cn2)cc1, Cl. Yields the product CC(Oc1ccc(Cl)cn1)C1CCNCC1c1ccc(Cl)cc1. As a reaction SMILES: [CH2:24]([c:25]1[cH:26][cH:27][cH:28][cH:29][cH:30]1)[N:31]1[CH2:32][CH:33]([c:47]2[cH:48][cH:49][c:50]([Cl:53])[cH:51][cH:52]2)[CH:34]([CH:37]([CH3:38])[O:39][c:40]2[n:41][cH:42][c:43]([Cl:46])[cH:44][cH:45]2)[CH2:35][CH2:36]1.[Cl:1][c:2]1[cH:3][cH:4][c:5]([O:6][CH2:7][CH:8]2[CH2:9][CH2:10][NH:11][CH2:12][CH:13]2[c:14]2[cH:15][cH:16][c:17]([Cl:18])[cH:19][cH:20]2)[n:21][cH:22]1.[ClH:23]>>[NH:31]1[CH2:32][CH:33]([c:47]2[cH:48][cH:49][c:50]([Cl:53])[cH:51][cH:52]2)[CH:34]([CH:37]([CH3:38])[O:39][c:40]2[n:41][cH:42][c:43]([Cl:46])[cH:44][cH:45]2)[CH2:35][CH2:36]1. The reactants are ClC=1C2=C(N=CN1)C=C(N2)C=2OC=CC2 (4-chloro-6-(2-furyl)-5H-pyrrolo[3,2-d]pyrimidine), ClC=1C=C(N)C=CC1OCC1=CC(=CC=C1)F (3-chloro-4-[(3-fluorobenzyl)oxy]aniline), CN1C(CCC1)=O (1-methyl-2-pyrrolidinone), C(O)([O-])=O.[Na+] (sodium hydrogen carbonate). Solvent: O (water). Conditions: temperature 140 celsius, time 2 hour. The product is ClC=1C=C(C=CC1OCC1=CC(=CC=C1)F)NC=1C2=C(N=CN1)C=C(N2)C=2OC=CC2 (N-{3-chloro-4-[(3-fluorobenzyl)oxy]phenyl}-6-(2-furyl)-5H-pyrrolo[3,2-d]pyrimidin-4-amine). The yield is 56.0%. Reaction SMILES: Cl[C:2]1[C:3]2[NH:10][C:9]([C:11]3[O:12][CH:13]=[CH:14][CH:15]=3)=[CH:8][C:4]=2[N:5]=[CH:6][N:7]=1.[Cl:16][C:17]1[CH:18]=[C:19]([CH:21]=[CH:22][C:23]=1[O:24][CH2:25][C:26]1[CH:31]=[CH:30][CH:29]=[C:28]([F:32])[CH:27]=1)[NH2:20].CN1CCCC1=O.C(=O)([O-])O.[Na+]>O>[Cl:16][C:17]1[CH:18]=[C:19]([NH:20][C:2]2[C:3]3[NH:10][C:9]([C:11]4[O:12][CH:13]=[CH:14][CH:15]=4)=[CH:8][C:4]=3[N:5]=[CH:6][N:7]=2)[CH:21]=[CH:22][C:23]=1[O:24][CH2:25][C:26]1[CH:31]=[CH:30][CH:29]=[C:28]([F:32])[CH:27]=1 |f:3.4|. Procedure details: A mixture of 4-chloro-6-(2-furyl)-5H-pyrrolo[3,2-d]pyrimidine (110 mg), 3-chloro-4-[(3-fluorobenzyl)oxy]aniline (189 mg) and 1-methyl-2-pyrrolidinone (2.5 mL) was stirred at 140° C. for 2 hrs, poured into water (10 mL) and adjusted to pH 8 with saturated aqueous sodium hydrogen carbonate. The mixture was extracted with ethyl acetate (30 mL×2). The organic layers were combined and dried over anhydrous magnesium sulfate. After concentration under reduced pressure, the residue was subjected to sili... RXN SMILES: [CH2:1]([N:8]1[C:16]([S:17][CH2:18][CH2:19][CH2:20]N(C)C)=[C:15]2[C:10]([CH:11]=[CH:12][CH:13]=[CH:14]2)=[N:9]1)[C:2]1[CH:7]=[CH:6][CH:5]=[CH:4][CH:3]=1.C1(C)C=CC(S(Cl)(=O)=[O:31])=CC=1.CNC>N1C=CC=CC=1>[CH2:1]([N:8]1[C:16]([S:17][CH2:18][CH2:19][CH2:20][OH:31])=[C:15]2[C:10]([CH:11]=[CH:12][CH:13]=[CH:14]2)=[N:9]1)[C:2]1[CH:7]=[CH:6][CH:5]=[CH:4][CH:3]=1. Procedure details: The resulting oil (7.3 g--yield: 61%), which tends to decompose if distillation thereof is attempted, shows by elemental analysis and under NMR spectrum to consist of practically pure 2-benzyl-3-(3-hydroxypropylthio)-indazole. (b) To a solution of 3 g (0.01 mols) of the preceding product in 15 ml of pyridine there is added 1.9 g (0.01 mols) of p-toluenesulfonylchloride. The mixture is left for 3 hours under stirring at room temperature, is then poured into 100 ml of a water-ice mixture and the o... The reactants are water ice, CNC (dimethylamine), C(C1=CC=CC=C1)N1N=C2C=CC=CC2=C1SCCCN(C)C (2-benzyl-3-(3-dimethylaminopropylthio)-2H-indazole), preceding product, C1(=CC=C(C=C1)S(=O)(=O)Cl)C (p-toluenesulfonylchloride). Run at time 3 hour. The product is C(C1=CC=CC=C1)N1N=C2C=CC=CC2=C1SCCCO (2-benzyl-3-(3-hydroxypropylthio)-indazole). Run in N1=CC=CC=C1 (pyridine). Product: N1C(=NC2=C1C=CC=C2)C2=NNC1=CC(=CC=C21)C2=CC(=CC=C2)O (3-1H-Benzoimidazol-2-yl-6-(3-hydroxyphenyl)-1H-indazole). Starting materials: COC=1C=C(C=CC1)C1=CC=C2C(=NNC2=C1)C1=NC2=C(N1)C=CC=C2 (6-(3-methoxy-phenyl)-3-1H-benzoimidazol-2-yl-1H-indazole), COC=1C=C(C=CC1)B(O)O (3-methoxy-phenylboronic acid), COC1=C(C=CC(=C1)O)C1=CC=C2C(=NNC2=C1)C1=NC2=C(N1)C=CC=C2 (6-(2-methoxy-4-hydroxyphenyl)-3-1H-benzoimidazol-2-yl-1H-indazole). Procedure details: Example 24(o) was prepared in a similar manner to that described for Example 24(f), except that 6-(3-methoxy-phenyl)-3-1H-benzoimidazol-2-yl-1H-indazole, prepared in a similar manner to that described for example 24(a) except that 3-methoxy-phenylboronic acid was used instead of 5-methoxy-2-methyl-4-[2-(trimethylsilanyl)-ethoxymethoxy]-phenylboronic acid in step (viii), was used instead of 6-(2-methoxy-4-hydroxyphenyl)-3-1H-benzoimidazol-2-yl-1H-indazole. 1H NMR (300 MHz, DMSO-d6) δ 13.67 (s, 1H... As a reaction SMILES: C[O:2][C:3]1[CH:4]=[C:5]([C:9]2[CH:17]=[C:16]3[C:12]([C:13]([C:18]4[NH:22][C:21]5[CH:23]=[CH:24][CH:25]=[CH:26][C:20]=5[N:19]=4)=[N:14][NH:15]3)=[CH:11][CH:10]=2)[CH:6]=[CH:7][CH:8]=1.COC1C=C(B(O)O)C=CC=1.COC1C=C(O)C=CC=1C1C=C2C(C(C3NC4C=CC=CC=4N=3)=NN2)=CC=1>>[NH:22]1[C:21]2[CH:23]=[CH:24][CH:25]=[CH:26][C:20]=2[N:19]=[C:18]1[C:13]1[C:12]2[C:16](=[CH:17][C:9]([C:5]3[CH:6]=[CH:7][CH:8]=[C:3]([OH:2])[CH:4]=3)=[CH:10][CH:11]=2)[NH:15][N:14]=1. Starting materials: [H][H] (hydrogen), ON1C(CC(CC1(C)C)=O)(C)C (1-oxyl-2,2,6,6-tetramethylpiperidin-4-one), NCCNCCN (diethylenetriamine), Pt. Run in CO (methanol). Reaction conditions: time 2 hour. Product: ON1C(CC(CC1(C)C)NCCNCCNC1CC(N(C(C1)(C)C)O)(C)C)(C)C (1,7-Bis-(1-hydroxy-2,2,6,6-tetramethylpiperidin4-yl)1,4,7-triazaheptane). RXN SMILES: [OH:1][N:2]1[C:7]([CH3:9])([CH3:8])[CH2:6][C:5](=O)[CH2:4][C:3]1([CH3:12])[CH3:11].[NH2:13][CH2:14][CH2:15][NH:16][CH2:17][CH2:18][NH2:19].[H][H]>CO>[OH:1][N:2]1[C:7]([CH3:9])([CH3:8])[CH2:6][CH:5]([NH:13][CH2:14][CH2:15][NH:16][CH2:17][CH2:18][NH:19][CH:5]2[CH2:6][C:7]([CH3:8])([CH3:9])[N:2]([OH:1])[C:3]([CH3:12])([CH3:11])[CH2:4]2)[CH2:4][C:3]1([CH3:12])[CH3:11]. Reported procedure: A Parr shaker bottle containing 20.0 g (0.117 mol) 1-oxyl-2,2,6,6-tetramethylpiperidin-4-one, 6.0 g (0.058 mol) diethylenetriamine, 0.5 g 8% Pt/2% Pd on Carbon and 120 mL methanol is pressurized with hydrogen and shaken for 2 hours. The catalyst is removed by filtration and the solution is concentrated to 40 mL. The product is precipitates as a white solid with the addition of 200 mL of ethyl ether: mp 118-124° C.